This data is from the Open Reaction Database (ORD), a public repository of structured organic reaction records. The task is: describe an organic reaction: reactants, conditions, products, and yield Reactants: O=C([O-])[O-], CN1CCCC1=O, Cc1ccc(Cl)c(Nc2cc(Cl)ncn2)c1, FC(F)(F)CCCBr, [K+], [K+]. The product is Cc1ccc(Cl)c(N(CCCC(F)(F)F)c2cc(Cl)ncn2)c1. As a reaction SMILES: [C:25](=[O:26])([O-:27])[O-:28].[CH3:31][N:32]1[CH2:33][CH2:34][CH2:35][C:36]1=[O:37].[Cl:1][c:2]1[n:3][cH:4][n:5][c:6]([NH:8][c:9]2[c:10]([Cl:16])[cH:11][cH:12][c:13]([CH3:15])[cH:14]2)[cH:7]1.[F:17][C:18]([CH2:19][CH2:20][CH2:21][Br:22])([F:23])[F:24].[K+:29].[K+:30]>>[Cl:1][c:2]1[n:3][cH:4][n:5][c:6]([N:8]([c:9]2[c:10]([Cl:16])[cH:11][cH:12][c:13]([CH3:15])[cH:14]2)[CH2:21][CH2:20][CH2:19][C:18]([F:17])([F:23])[F:24])[cH:7]1. The reactants are ClC1=C(NC(CC(=O)NC2=C(C=C(C=C2Cl)Cl)Cl)=NO)C=C(C=C1)[N+](=O)[O-] (3-(2-chloro-5-nitroanilino)-3-oximino-N-(2,4,6-trichlorophenyl)propionamide), CS(=O)(=O)O (methanesulfonic acid), C(C)(=O)OC(C)=O (acetic anhydride), O-acetyloximino, C(C)(=O)N(C1=C(C=CC(=C1)[N+](=O)[O-])Cl)C1=NN(C(C1)=O)C1=C(C=C(C=C1Cl)Cl)Cl (3-(N-acetyl-2-chloro-5-nitroanilino)-1-(2,4,6-trichlorophenyl)-2-pyrazolin-5-one), C(C)(=O)N(C1=C(C=CC(=C1)[N+](=O)[O-])Cl)C1=NN(C(=C1)OC(C)=O)C1=C(C=C(C=C1Cl)Cl)Cl (3-(N-acetyl-2-chloro-5-nitroanilino)-5-acetyloxy-1-(2,4,6-trichlorophenyl)pyrazole). Run in C(C)(=O)O (acetic acid), O (water). Reaction conditions: time 18 hour. Yields the product ClC1=C(NC2=NN(C(C2)=O)C2=C(C=C(C=C2Cl)Cl)Cl)C=C(C=C1)[N+](=O)[O-] (3-(2-chloro-5-nitroanilino)-1-(2,4,6-trichlorophenyl)-2-pyrazolin-5-one). The yield is 41.9%. As a reaction SMILES: [Cl:1][C:2]1[CH:24]=[CH:23][C:22]([N+:25]([O-:27])=[O:26])=[CH:21][C:3]=1[NH:4][C:5](=[N:19]O)[CH2:6][C:7]([NH:9][C:10]1[C:15]([Cl:16])=[CH:14][C:13]([Cl:17])=[CH:12][C:11]=1[Cl:18])=[O:8].C(OC(=O)C)(=O)C.CS(O)(=O)=O.C(N(C1CC(=O)N(C2C(Cl)=CC(Cl)=CC=2Cl)N=1)C1C=C([N+]([O-])=O)C=CC=1Cl)(=O)C.C(N(C1C=C(OC(=O)C)N(C2C(Cl)=CC(Cl)=CC=2Cl)N=1)C1C=C([N+]([O-])=O)C=CC=1Cl)(=O)C>O.C(O)(=O)C>[Cl:1][C:2]1[CH:24]=[CH:23][C:22]([N+:25]([O-:27])=[O:26])=[CH:21][C:3]=1[NH:4][C:5]1[CH2:6][C:7](=[O:8])[N:9]([C:10]2[C:15]([Cl:16])=[CH:14][C:13]([Cl:17])=[CH:12][C:11]=2[Cl:18])[N:19]=1. Procedure details: In a 5 L three-necked flask, equipped with a stirrer, a reflux condenser, and a thermometer, were placed 226 g of 3-(2-chloro-5-nitroanilino)-3-oximino-N-(2,4,6-trichlorophenyl)propionamide, 2 L of glacial acetic acid, and 500 mL of acetic anhydride. The mixture was stirred at room temperature for 18 hours. The yellow color of the slurry turned almost colorless, and thin layer chromatography (TLC) showed that the O-acetyloximino derivative was the sole product. To the reaction mixture was added ... Starting materials: FC(C1=C(CN2N=C(C3=CC(=CC=C23)C=O)I)C=CC(=C1)C(F)(F)F)(F)F (1-(2,4-Bis-trifluoromethyl-benzyl)-3-iodo-1H-indazole-5-carbaldehyde), OCC1CN(CCO1)C=1SCC(N1)=O (2-(2-Hydroxymethyl-morpholin-4-yl)-thiazol-4-one). The product is FC(C1=C(CN2N=C(C3=CC(=CC=C23)C=C2C(N=C(S2)N2C[C@H](OCC2)CO)=O)I)C=CC(=C1)C(F)(F)F)(F)F (5-[1-(2,4-Bis-trifluoromethyl-benzyl)-3-iodo-1H-indazol-5-ylmethylene]-2(S)-(2-hydroxymethyl-morpholin-4-yl)-thiazol-4-one). RXN SMILES: [F:1][C:2]([F:27])([F:26])[C:3]1[CH:21]=[C:20]([C:22]([F:25])([F:24])[F:23])[CH:19]=[CH:18][C:4]=1[CH2:5][N:6]1[C:14]2[C:9](=[CH:10][C:11]([CH:15]=O)=[CH:12][CH:13]=2)[C:8]([I:17])=[N:7]1.[OH:28][CH2:29][CH:30]1[O:35][CH2:34][CH2:33][N:32]([C:36]2[S:37][CH2:38][C:39](=[O:41])[N:40]=2)[CH2:31]1>>[F:27][C:2]([F:1])([F:26])[C:3]1[CH:21]=[C:20]([C:22]([F:23])([F:25])[F:24])[CH:19]=[CH:18][C:4]=1[CH2:5][N:6]1[C:14]2[C:9](=[CH:10][C:11]([CH:15]=[C:38]3[S:37][C:36]([N:32]4[CH2:33][CH2:34][O:35][C@H:30]([CH2:29][OH:28])[CH2:31]4)=[N:40][C:39]3=[O:41])=[CH:12][CH:13]=2)[C:8]([I:17])=[N:7]1. Procedure details: 5-[1-(2,4-Bis-trifluoromethyl-benzyl)-3-iodo-1H-indazol-5-ylmethylene]-2(S)-(2-hydroxymethyl-morpholin-4-yl)-thiazol-4-one was prepared from 1-(2,4-Bis-trifluoromethyl-benzyl)-3-iodo-1H-indazole-5-carbaldehyde and 2-(2-Hydroxymethyl-morpholin-4-yl)-thiazol-4-one following General Procedure E. The reactants are NC1=CC=C(C=C1)[C@H]1CN(CCO1)[C@H](C)C1=CC=CC=C1 ((2S)-2-(4-aminophenyl)-4-((1R)-1-phenylethyl)morpholine), ClC1=NC=CC=C1 (2-chloropyridine), CC(C)([O-])C.[K+] (potassium tert-butoxide), [Cl-].C(C)(C)C1=C(C(=CC=C1)C(C)C)[N+]1=CN(C=C1)C1=C(C=CC=C1C(C)C)C(C)C (1,3-bis(2,6-di-i-propylphenyl)imidazolium chloride). Reagents/catalysts: C=1C=CC(=CC1)/C=C/C(=O)/C=C/C2=CC=CC=C2.C=1C=CC(=CC1)/C=C/C(=O)/C=C/C2=CC=CC=C2.C=1C=CC(=CC1)/C=C/C(=O)/C=C/C2=CC=CC=C2.[Pd].[Pd] (tris(dibenzylideneacetone)-dipalladium(0)). Run in O1CCOCC1 (dioxane). Product: C1(=CC=CC=C1)[C@@H](C)N1C[C@@H](OCC1)C1=CC=C(C=C1)NC1=NC=CC=C1 (N-(4-((2S)-4-((1R)-1-Phenylethyl)-morpholin-2-yl)phenyl)pyridin-2-amine). Isolated yield 35.6%. RXN SMILES: [NH2:1][C:2]1[CH:7]=[CH:6][C:5]([C@@H:8]2[O:13][CH2:12][CH2:11][N:10]([C@@H:14]([C:16]3[CH:21]=[CH:20][CH:19]=[CH:18][CH:17]=3)[CH3:15])[CH2:9]2)=[CH:4][CH:3]=1.Cl[C:23]1[CH:28]=[CH:27][CH:26]=[CH:25][N:24]=1.CC(C)([O-])C.[K+].[Cl-].C(C1C=CC=C(C(C)C)C=1[N+]1C=CN(C2C(C(C)C)=CC=CC=2C(C)C)C=1)(C)C>O1CCOCC1.C1C=CC(/C=C/C(/C=C/C2C=CC=CC=2)=O)=CC=1.C1C=CC(/C=C/C(/C=C/C2C=CC=CC=2)=O)=CC=1.C1C=CC(/C=C/C(/C=C/C2C=CC=CC=2)=O)=CC=1.[Pd].[Pd]>[C:16]1([C@H:14]([N:10]2[CH2:11][CH2:12][O:13][C@@H:8]([C:5]3[CH:4]=[CH:3][C:2]([NH:1][C:23]4[CH:28]=[CH:27][CH:26]=[CH:25][N:24]=4)=[CH:7][CH:6]=3)[CH2:9]2)[CH3:15])[CH:17]=[CH:18][CH:19]=[CH:20][CH:21]=1 |f:2.3,4.5,7.8.9.10.11|. Procedure: A solution of (2S)-2-(4-aminophenyl)-4-((1R)-1-phenylethyl)morpholine (1.5 g, 5.31 mmol), 2-chloropyridine (1.21 g, 10.6 mmol), tris(dibenzylideneacetone)-dipalladium(0) (52.6 mg, 0.05 mmol), potassium tert-butoxide (0.88 g, 7.8 mmol) and 1,3-bis(2,6-di-i-propylphenyl)imidazolium chloride (89.6 mg, 0.21 mmol) in dioxane (17 ml) was stirred at 90° C. for 15 hours. The solvent was removed under reduced pressure and the residue was partitioned between water and ethyl acetate. The organic layer was ... Starting materials: OCC=1C=CC(=NC1)C (5-hydroxymethyl-2-methylpyridine), O (water). The reagents and catalysts are [O-2].[O-2].[O-2].[Cr+6] (Chromium trioxide). The solvent is N1=CC=CC=C1 (pyridine), N1=CC=CC=C1 (pyridine). Yields the product CC1=CC=C(C=N1)C=O (6-methyl-3-pyridinecarbaldehyde). Yield: 42.7%. RXN SMILES: [OH:1][CH2:2][C:3]1[CH:4]=[CH:5][C:6]([CH3:9])=[N:7][CH:8]=1.O>N1C=CC=CC=1.[O-2].[O-2].[O-2].[Cr+6]>[CH3:9][C:6]1[N:7]=[CH:8][C:3]([CH:2]=[O:1])=[CH:4][CH:5]=1 |f:3.4.5.6|. Reported procedure: Chromium trioxide (11.5 g) is slowly added to 170 ml of pyridine at 20° C., and 10 g of the crude 5-hydroxymethyl-2-methylpyridine in 70 ml of pyridine is added in one portion to the complex. The temperature is raised to reflux temperature for 2 hours, and the mixture is refluxed for 1.5 hours. After cooling, 250 ml of water is added, and the mixture is extracted with five 150-ml portions of diethyl ether. The combined extracts are dried over magnesium sulfate and concentrated to give 4.2 g of c... Starting materials: C(C)(=O)N(C1=C(C=CC=C1)CCC)CC1CN(CCO1)CC1=CC=CC=C1 (2-(N-Acetyl-2-n-propylanilino)methyl-4benzylmorpholine), Cl.C(C)(=O)N(C1=C(C=CC=C1)CCC)CC1CN(CCO1)CC1=CC=CC=C1 (2-(N-acetyl-2-n-propylanilino)methyl-4-benzylmorpholine hydrochloride), C1(=CC=CC=C1)OC(=O)Cl (phenylchloroformate). Solvent: C1(=CC=CC=C1)C (toluene). The product is C(C)(=O)N(C1=C(C=CC=C1)CCC)CC1CN(CCO1)C(=O)OC1=CC=CC=C1 (2-(N-acetyl-2-n-propylanilino)methyl-4-phenoxycarbonylmorpholine). RXN SMILES: [C:1]([N:4]([CH2:14][CH:15]1[O:20][CH2:19][CH2:18][N:17](CC2C=CC=CC=2)[CH2:16]1)[C:5]1[CH:10]=[CH:9][CH:8]=[CH:7][C:6]=1[CH2:11][CH2:12][CH3:13])(=[O:3])[CH3:2].Cl.C(N(CC1OCCN(CC2C=CC=CC=2)C1)C1C=CC=CC=1CCC)(=O)C.[C:56]1([O:62][C:63](Cl)=[O:64])[CH:61]=[CH:60][CH:59]=[CH:58][CH:57]=1>C1(C)C=CC=CC=1>[C:1]([N:4]([CH2:14][CH:15]1[O:20][CH2:19][CH2:18][N:17]([C:63]([O:62][C:56]2[CH:61]=[CH:60][CH:59]=[CH:58][CH:57]=2)=[O:64])[CH2:16]1)[C:5]1[CH:10]=[CH:9][CH:8]=[CH:7][C:6]=1[CH2:11][CH2:12][CH3:13])(=[O:3])[CH3:2] |f:1.2|. Reported procedure: 2-(N-Acetyl-2-n-propylanilino)methyl-4benzylmorpholine (2.2 g.) (prepared by basification of the hydrochloride described above) is azeotroped in toluene (30 ml.) until a clear dry solution is obtained. The solution is cooled and phenylchloroformate (1.2 g.) is added and the mixture is heated under reflux for 18 hours when the toluene is removed under reduced pressure. Crude 2-(N-acetyl-2-n-propylanilino)methyl-4-phenoxycarbonylmorpholine is obtained as an orange coloured oil. Reactants: COc1ccc(Br)c(O)c1, CC#N, ClCc1ccccc1, [K+], [K+], O=C([O-])[O-], O. Product: COc1ccc(Br)c(OCc2ccccc2)c1. As a reaction SMILES: [Br:1][c:2]1[c:3]([OH:10])[cH:4][c:5]([O:8][CH3:9])[cH:6][cH:7]1.[CH3:11][C:12]#[N:13].[Cl:20][CH2:21][c:22]1[cH:23][cH:24][cH:25][cH:26][cH:27]1.[K+:14].[K+:15].[O-:16][C:17]([O-:18])=[O:19].[OH2:28]>>[Br:1][c:2]1[c:3]([O:10][CH2:21][c:22]2[cH:23][cH:24][cH:25][cH:26][cH:27]2)[cH:4][c:5]([O:8][CH3:9])[cH:6][cH:7]1. The reactants are C(CCCCCCCCCCCCCCC)Br (cetyl bromide), CC1=CSC=2N1CCCCN2 (3-Methyl-5,6,7,8-tetrahydro-thiazolo[3,2-a][1,3]diazepine), hydrochloride salt, C([O-])([O-])=O.[Na+].[Na+] (sodium carbonate). Solvent: C(C)#N (acetonitrile), C(C)#N (acetonitrile). Yields the product [Br-].C(CCCCCCCCCCCCCCC)N1C2=[N+](CCCC1)C(=CS2)C (9-cetyl-3-methyl-5,6,7,8-tetrahydro-thiazolo[3,2-a][1,3]diazepinium bromide). Yield: 82.3%. RXN SMILES: [CH3:1][C:2]1[N:6]2[CH2:7][CH2:8][CH2:9][CH2:10][N:11]=[C:5]2[S:4][CH:3]=1.C(=O)([O-])[O-].[Na+].[Na+].[CH2:18]([Br:34])[CH2:19][CH2:20][CH2:21][CH2:22][CH2:23][CH2:24][CH2:25][CH2:26][CH2:27][CH2:28][CH2:29][CH2:30][CH2:31][CH2:32][CH3:33]>C(#N)C>[Br-:34].[CH2:33]([N:11]1[CH2:10][CH2:9][CH2:8][CH2:7][N+:6]2[C:2]([CH3:1])=[CH:3][S:4][C:5]1=2)[CH2:32][CH2:31][CH2:30][CH2:29][CH2:28][CH2:27][CH2:26][CH2:25][CH2:24][CH2:23][CH2:22][CH2:21][CH2:20][CH2:19][CH3:18] |f:1.2.3,6.7|. Procedure: 3-Methyl-5,6,7,8-tetrahydro-thiazolo[3,2-a][1,3]diazepine (1.68 g., 0.01 mole) (prepared by basification of the hydrochloride salt with sodium carbonate in acetonitrile solution) was dissolved in dry acetonitrile and refluxed for 36 hours with cetyl bromide (3.4 g., 0.011 mole). The solvent was evaporated and the residue washed with toluene and dried. Recrystallization from a mixture of acetonitrile and dry ether gave 9-cetyl-3-methyl-5,6,7,8-tetrahydro-thiazolo[3,2-a][1,3]diazepinium bromide (3... The reactants are C1(=CC=CC=C1)[SiH3] (PhSiH3), C(=O)C1=CC=C(C(=O)O)C=C1 (4-formylbenzoic acid), O1CCN(CC1)C1=CC=C(N)C=C1 (4-morpholinoaniline), BU2SnCl2. The solvent is C1CCOC1 (THF). Yields the product N1(CCOCC1)C1=CC=C(C=C1)NCC1=CC=C(C(=O)O)C=C1 (4-[(4-Morpholin-4-yl-phenylamino)-methyl]-benzoic acid). As a reaction SMILES: [CH:1]([C:3]1[CH:11]=[CH:10][C:6]([C:7]([OH:9])=[O:8])=[CH:5][CH:4]=1)=O.[O:12]1[CH2:17][CH2:16][N:15]([C:18]2[CH:24]=[CH:23][C:21]([NH2:22])=[CH:20][CH:19]=2)[CH2:14][CH2:13]1.C1([SiH3])C=CC=CC=1>C1COCC1>[N:15]1([C:18]2[CH:19]=[CH:20][C:21]([NH:22][CH2:1][C:3]3[CH:11]=[CH:10][C:6]([C:7]([OH:9])=[O:8])=[CH:5][CH:4]=3)=[CH:23][CH:24]=2)[CH2:14][CH2:13][O:12][CH2:17][CH2:16]1. Procedure details: A suspension of 4-formylbenzoic acid (2.53g; 16.8 mmol; 1 eq), 4-morpholinoaniline (3g; 16.8 mmol; 1 eq) and BU2SnCl2 (510 mg; 1.68 mmol; 0.1 eq) in dry THF (20 ml) was treated with PhSiH3 (3.31 ml; 16.8 mmol; 1 eq) at room temperature for 12 h. The reaction was filtered and the solid product was washed with MeOH. The yield of the reaction was 5.25g (99%). LRMS: calc 312.37; found: 313.2. The reactants are C(C1=CC=CC=C1)N1CC(=CC1)C(=O)OCC (ethyl 1-benzyl-2,5-dihydropyrrole-3-carboxylate), C(C)(C)(C)C=1C=C(C(O)=CC1)O (4-tert-butylpyrocatechol), C1(=CC=CC=C1)C (toluene), 1,3-betadiene. Run at temperature 120 celsius. Yields the product C(C)C1N(CC2(CC=CCC12)C(=O)O)CC1=CC=CC=C1.C(C1=CC=CC=C1)N1CC2CC=CCC2(C1)C(=O)OCC (Ethyl 8-benzyl-8-azabicyclo[4.3.0]non-3-ene-1-carboxylate (ethyl 2-benzyl-1,2,3,4,7,7a-hexahydro-isoindole-3a-carboxylate)). RXN SMILES: [CH2:1]([N:8]1[CH2:12][CH:11]=[C:10]([C:13]([O:15][CH2:16][CH3:17])=[O:14])[CH2:9]1)[C:2]1[CH:7]=[CH:6][CH:5]=[CH:4][CH:3]=1.[C:18]([C:22]1C=C(O)C(=C[CH:28]=1)O)(C)(C)[CH3:19].[C:30]1(C)[CH:35]=CC=[CH:32][CH:31]=1>>[CH2:30]([CH:12]1[CH:11]2[C:10]([C:13]([OH:15])=[O:14])([CH2:19][CH:18]=[CH:22][CH2:28]2)[CH2:9][N:8]1[CH2:1][C:2]1[CH:3]=[CH:4][CH:5]=[CH:6][CH:7]=1)[CH3:31].[CH2:1]([N:8]1[CH2:9][C:10]2([C:13]([O:15][CH2:16][CH3:17])=[O:14])[CH:11]([CH2:35][CH:30]=[CH:31][CH2:32]2)[CH2:12]1)[C:2]1[CH:3]=[CH:4][CH:5]=[CH:6][CH:7]=1 |f:3.4|. Reported procedure: 231 g (1 mol) of ethyl 1-benzyl-2,5-dihydropyrrole-3-carboxylate and 10 g of 4-tert-butylpyrocatechol are dissolved in 1500 ml of toluene, 20 bar of nitrogen are injected and 350 g of 1,3-betadiene are then blown into the autoclave. The mixture is heated at 120° C. for three days and cooled, the pressure is released, and the solution is concentrated and distilled. Yield: 264.9 g (87.6% of theory), boiling point: 127°-140° C./0.1 mbar. The product is 94% pure according to gas-chromatographic dete...